From a dataset of the Open Reaction Database (ORD), a public repository of structured organic reaction records. describe an organic reaction: reactants, conditions, products, and yield The reactants are C(C)(C)(C)[SiH2]OC(C12CC(CC(C=C1)(O2)C(O[SiH2]C(C)(C)C)(C)C)=O)(C)C (1,5-bis-(tert-butyl-dimethyl-silanyloxymethyl)-8-oxa-bicyclo[3.2.1]-oct-6-en-3-one). Reagents/catalysts: [Pd] (Pd/C). Run in CO (MeOH). Conditions: time 8 hour. Yields the product C(C)(C)(C)[SiH2]OC(C12CC(CC(CC1)(O2)C(O[SiH2]C(C)(C)C)(C)C)=O)(C)C (1,5-Bis-(tert-butyl-dimethyl-silanyloxymethyl)-8-oxa-bicyclo[3.2.1]octan-3-one). Isolated yield 10.0%. RXN SMILES: [C:1]([SiH2:5][O:6][C:7]([CH3:27])([CH3:26])[C:8]12[O:15][C:12]([C:16]([CH3:24])([CH3:23])[O:17][SiH2:18][C:19]([CH3:22])([CH3:21])[CH3:20])([CH:13]=[CH:14]1)[CH2:11][C:10](=[O:25])[CH2:9]2)([CH3:4])([CH3:3])[CH3:2]>CO.[Pd]>[C:1]([SiH2:5][O:6][C:7]([CH3:27])([CH3:26])[C:8]12[O:15][C:12]([C:16]([CH3:24])([CH3:23])[O:17][SiH2:18][C:19]([CH3:22])([CH3:21])[CH3:20])([CH2:13][CH2:14]1)[CH2:11][C:10](=[O:25])[CH2:9]2)([CH3:4])([CH3:3])[CH3:2]. Reported procedure: A mixture of 1,5-bis-(tert-butyl-dimethyl-silanyloxymethyl)-8-oxa-bicyclo[3.2.1]-oct-6-en-3-one (200 mg, 4.84 mmol)(Lee, K. and Cha, J. K., J. Amer. Chem. Soc., 123:5590-5591 (2001)) and 5% Pd/C (30 mg) in 10 mL of MeOH was stirred at RT under H2 (balloon pressure) for 8 h. The Pd catalyst was removed by filtration on Celite, and the filtrate was concentrated to give 200 mg (100%) of the title compound as a colorless oil. Mass spectrum (ESI, m/z): Calcd. for C21H42O4Si2, 415.2 (M+H), found 415.1... The reactants are BrCCCOC=1C=C(C=CC1)C1=NOC2=C1SC=C2 (3-[3-(3-bromo-propoxy)-phenyl]-thieno[2,3-d]isoxazole), ClCCCOC=1C=C(C=CC1)C1=NOC2=C1SC=C2 (3-[3-(3-chloro-propoxy)-phenyl]-thieno[2,3-d]isoxazole), FC1=C(CN)C=CC=C1 (2-fluorobenzylamine), C([O-])([O-])=O.[K+].[K+] (potassium carbonate). Solvent: C(C)#N.O (acetonitrile water). Run at temperature 80 celsius. Product: FC1=C(CNCCCOC2=CC(=CC=C2)C2=NOC3=C2SC=C3)C=CC=C1 ((2-fluoro-benzyl)-[3-(3-thieno[2,3-d]isoxazol-3-yl-phenoxy)-propyl]-amine). The yield is 94.1%. Reaction SMILES: Br[CH2:2][CH2:3][CH2:4][O:5][C:6]1[CH:7]=[C:8]([C:12]2[C:16]3[S:17][CH:18]=[CH:19][C:15]=3[O:14][N:13]=2)[CH:9]=[CH:10][CH:11]=1.ClCCCOC1C=C(C2C3SC=CC=3ON=2)C=CC=1.[F:39][C:40]1[CH:47]=[CH:46][CH:45]=[CH:44][C:41]=1[CH2:42][NH2:43].C(=O)([O-])[O-].[K+].[K+]>C(#N)C.O>[F:39][C:40]1[CH:47]=[CH:46][CH:45]=[CH:44][C:41]=1[CH2:42][NH:43][CH2:2][CH2:3][CH2:4][O:5][C:6]1[CH:11]=[CH:10][CH:9]=[C:8]([C:12]2[C:16]3[S:17][CH:18]=[CH:19][C:15]=3[O:14][N:13]=2)[CH:7]=1 |f:3.4.5,6.7|. Reported procedure: Combine a mixture (1 mmol total) of 3-[3-(3-bromo-propoxy)-phenyl]-thieno[2,3-d]isoxazole, 3-[3-(3-chloro-propoxy)-phenyl]-thieno[2,3-d]isoxazole with 2-fluorobenzylamine (0.63 g, 5.0 mmol), potassium carbonate (0.41 g, 3.0 mmol) and a mixture of acetonitrile:water (80:20) and heat (80° C.) for 30 hours. Cool the reaction mixture and concentrate to give a residue. Purify the residue by column (silica) chromatography (ethyl acetate). Combine the appropriate fractions and concentrate to give the t... Reactants: aldehyde, OC1=CC=2C=3C4=C(C(=CC3NC2C=C1)I)C(NC4=O)=O (9-hydroxy-4-iodopyrrolo[3,4-c]carbazole-1,3(2H,6H)-dione), [Br-].BrC1=C(C[P+](C2=CC=CC=C2)(C2=CC=CC=C2)C2=CC=CC=C2)C(=CC=C1)Br ((2,6-Dibromobenzyl)(triphenyl)phosphonium bromide), [Li+].CC(C)[N-]C(C)C (LDA). Conditions: time 5 hour. Yields the product BrC1=C(C(=CC=C1)Br)/C=C/C=1NC2=CC=C(C=C2C1)OC (2-[(E)-2-(2,6-Dibromophenyl)ethenyl]-5-methoxy-1H-indole). RXN SMILES: [OH:1][C:2]1[CH:14]=[CH:13][C:12]2[NH:11][C:10]3[CH:9]=C(I)C4C(=O)NC(=O)C=4[C:5]=3[C:4]=2[CH:3]=1.[Br-].[Br:22][C:23]1[CH:48]=[CH:47][CH:46]=[C:45]([Br:49])[C:24]=1[CH2:25][P+](C1C=CC=CC=1)(C1C=CC=CC=1)C1C=CC=CC=1.[Li+].[CH3:51]C([N-]C(C)C)C>>[Br:49][C:45]1[CH:46]=[CH:47][CH:48]=[C:23]([Br:22])[C:24]=1/[CH:25]=[CH:9]/[C:10]1[NH:11][C:12]2[C:4]([CH:5]=1)=[CH:3][C:2]([O:1][CH3:51])=[CH:14][CH:13]=2 |f:1.2,3.4|. Procedure: The 5-methoxy-1H-indole-2-carbaldehyde (1) was reacted with (2,6-dibromobenzyl)(triphenyl)phosphonium bromide (516) prepared as described in example 107 using the procedure described in example 37, except that the ratio of LDA:aldehyde was 1.37:1 and the reaction time was 5 h, to give (after crystallisation from CH2Cl2/hexane) the diene (517) as a yellow solid (the pure E isomer) (80%), mp 140–141° C. 1H NMR (CDCl3) δ 8.20 (br s, 1H), 7.60 (d, J=8.1 Hz, 1H), 7.27 (d, J=8.2 Hz, 1H), 7.05 (br s, 1... Starting materials: O=C1c2ccccc2C(=O)N1Cc1cscc1CBr, CC#N, CCN(C(C)C)C(C)C, CC(NCc1nc2ccccc2n1COCC[Si](C)(C)C)c1ccccn1. Product: CC(c1ccccn1)N(Cc1cscc1CN1C(=O)c2ccccc2C1=O)Cc1nc2ccccc2n1COCC[Si](C)(C)C. As a reaction SMILES: [Br:1][CH2:2][c:3]1[c:4]([CH2:8][N:9]2[C:10](=[O:19])[c:11]3[cH:12][cH:13][cH:14][cH:15][c:16]3[C:17]2=[O:18])[cH:5][s:6][cH:7]1.[CH3:56][C:57]#[N:58].[CH:47]([N:48]([CH2:49][CH3:50])[CH:51]([CH3:52])[CH3:53])([CH3:54])[CH3:55].[n:20]1[c:21]([CH:26]([CH3:27])[NH:28][CH2:29][c:30]2[n:31][c:32]3[c:33]([n:34]2[CH2:35][O:36][CH2:37][CH2:38][Si:39]([CH3:40])([CH3:41])[CH3:42])[cH:43][cH:44][cH:45][cH:46]3)[cH:22][cH:23][cH:24][cH:25]1>>[CH2:2]([c:3]1[c:4]([CH2:8][N:9]2[C:10](=[O:19])[c:11]3[cH:12][cH:13][cH:14][cH:15][c:16]3[C:17]2=[O:18])[cH:5][s:6][cH:7]1)[N:28]([CH:26]([c:21]1[n:20][cH:25][cH:24][cH:23][cH:22]1)[CH3:27])[CH2:29][c:30]1[n:31][c:32]2[c:33]([n:34]1[CH2:35][O:36][CH2:37][CH2:38][Si:39]([CH3:40])([CH3:41])[CH3:42])[cH:43][cH:44][cH:45][cH:46]2. Starting materials: ClC1=NC(=CC(=N1)OC)OC (2-chloro-4,6-dimethoxypyrimidine), OC(C(C)=O)C (3-hydroxy-2-oxobutane), CS(=O)[O-].[Na+] (sodium methanesulfinate), C([O-])([O-])=O.[K+].[K+] (potassium carbonate). Solvent: CN(C=O)C (N,N-dimethylformamide). Reaction conditions: time 3 hour. Product: COC1=NC(=NC(=C1)OC)OC(C(C)=O)C ((+/-)-3-(4,6-dimethoxy-2-pyrimidinyloxy)-2-butanone). As a reaction SMILES: Cl[C:2]1[N:7]=[C:6]([O:8][CH3:9])[CH:5]=[C:4]([O:10][CH3:11])[N:3]=1.[OH:12][CH:13]([CH3:17])[C:14](=[O:16])[CH3:15].CS([O-])=O.[Na+].C(=O)([O-])[O-].[K+].[K+]>CN(C)C=O>[CH3:11][O:10][C:4]1[CH:5]=[C:6]([O:8][CH3:9])[N:7]=[C:2]([O:16][CH:14]([CH3:15])[C:13](=[O:12])[CH3:17])[N:3]=1 |f:2.3,4.5.6|. Procedure details: 4.38 g (25 mmol) of 2-chloro-4,6-dimethoxypyrimidine, 2.31 g (26.2 mmol) of 3-hydroxy-2-oxobutane and 0.66 g (6.3 mmol) of sodium methanesulfinate were heated in the presence of 5.17 g (37.5 mmol) of potassium carbonate in 25 ml of N,N-dimethylformamide to 120° C. with stirring. After 3 hours, the solvent was removed in a rotary evaporator at 70° C./20 mbar. The residue was purified by chromatography on a silica gel column (eluent hexane/ethyl acetate 4:1). The title product was obtained from th... Starting materials: ClC1=C(C=CC=C1Cl)OC (2,3-dichloroanisole), C(CC(C)C)(=O)Cl (isovaleryl chloride), [Cl-].[Al+3].[Cl-].[Cl-] (aluminum chloride), ice water, Cl (hydrochloric acid). The solvent is C(Cl)Cl (methylene chloride). Run at temperature 5 celsius. Product: ClC1=C(C=CC(=C1Cl)OC)C(CC(C)C)=O (2',3'-Dichloro-4'-methoxyisovalerophenone). RXN SMILES: [Cl:1][C:2]1[C:7]([Cl:8])=[CH:6][CH:5]=[CH:4][C:3]=1[O:9][CH3:10].[C:11](Cl)(=[O:16])[CH2:12][CH:13]([CH3:15])[CH3:14].[Cl-].[Al+3].[Cl-].[Cl-].Cl>C(Cl)Cl>[Cl:8][C:7]1[C:2]([Cl:1])=[C:3]([O:9][CH3:10])[CH:4]=[CH:5][C:6]=1[C:11](=[O:16])[CH2:12][CH:13]([CH3:15])[CH3:14] |f:2.3.4.5|. Procedure details: A stirred mixture of 2,3-dichloroanisole (265 g., 1.50 mole) and isovaleryl chloride (200 g., 1.64 mole) in methylene chloride (1.2 l.) is cooled to 5°C. and treated with aluminum chloride (200 g., 1.64 mole) during a 2 hour period. The reaction is allowed to warm to 25°C. and after 24 hours is poured into ice water (3 l.) and hydrochloric acid (600 ml.). The organic phase is washed with 10% sodium hydroxide and water and dried over magnesium sulfate. After evaporation of the solvent, the produc...